describe an organic reaction: reactants, conditions, products, and yield From a dataset of the Open Reaction Database (ORD), a public repository of structured organic reaction records. Starting materials: FC(C(=O)NC=1C=C(C(=O)OC)C=CC1C1=NC(=NO1)C1=CC=C(C=C1)C(F)(F)F)(F)F (methyl 3-trifluoroacetylamino-4-[3-(4-trifluoromethylphenyl)-1,2,4-oxadiazol-5-yl]benzoate), [OH-].[Na+] (sodium hydroxide), Cl (hydrochloric acid). The solvent is O1CCCC1 (tetrahydrofuran). Run at time 1 hour. The product is NC=1C=C(C(=O)O)C=CC1C1=NC(=NO1)C1=CC=C(C=C1)C(F)(F)F (3-amino-4-[3-(4-trifluoromethylphenyl)-1,2,4-oxadiazol-5-yl]benzoic acid). Isolated yield 93.7%. As a reaction SMILES: FC(F)(F)C([NH:5][C:6]1[CH:7]=[C:8]([CH:13]=[CH:14][C:15]=1[C:16]1[O:20][N:19]=[C:18]([C:21]2[CH:26]=[CH:25][C:24]([C:27]([F:30])([F:29])[F:28])=[CH:23][CH:22]=2)[N:17]=1)[C:9]([O:11]C)=[O:10])=O.[OH-].[Na+].Cl>O1CCCC1>[NH2:5][C:6]1[CH:7]=[C:8]([CH:13]=[CH:14][C:15]=1[C:16]1[O:20][N:19]=[C:18]([C:21]2[CH:26]=[CH:25][C:24]([C:27]([F:30])([F:29])[F:28])=[CH:23][CH:22]=2)[N:17]=1)[C:9]([OH:11])=[O:10] |f:1.2|. Procedure details: A mixture of methyl 3-trifluoroacetylamino-4-[3-(4-trifluoromethylphenyl)-1,2,4-oxadiazol-5-yl]benzoate (0.800 g), 1 M aqueous sodium hydroxide solution (5.1 ml) and tetrahydrofuran (10 ml) was stirred at room temperature for 1 hr. After cooling, 1 M hydrochloric acid was added to acidify the reaction mixture. The crystals were collected by filtration to give 3-amino-4-[3-(4-trifluoromethylphenyl)-1,2,4-oxadiazol-5-yl]benzoic acid (0.570 g, yield 97%). Recrystallization from hexane-tetrahydrofur...